This data is from the Open Reaction Database (ORD), a public repository of structured organic reaction records. The task is: describe an organic reaction: reactants, conditions, products, and yield The reactants are BrCC=1N=C2SC=CN2C1C(=O)OCC (Ethyl 6-(bromomethyl)imidazo[2,1-b][1,3]thiazole-5-carboxylate), intermediate, C1(=CC=CC=C1)P(C1=CC=CC=C1)C1=CC=CC=C1 (triphenylphosphine). Solvent: C(C)#N (acetonitrile). Product: [Br-].C(C)OC(=O)C1=C(N=C2SC=CN21)C[P+](C2=CC=CC=C2)(C2=CC=CC=C2)C2=CC=CC=C2 (5-Ethyloxycarbonylimidazo[2,1-b][1,3]thiazol-6-yl-methyl(triphenyl)phosphonium bromide). Reaction SMILES: [Br:1][CH2:2][C:3]1[N:4]=[C:5]2[N:9]([C:10]=1[C:11]([O:13][CH2:14][CH3:15])=[O:12])[CH:8]=[CH:7][S:6]2.[C:16]1([P:22]([C:29]2[CH:34]=[CH:33][CH:32]=[CH:31][CH:30]=2)[C:23]2[CH:28]=[CH:27][CH:26]=[CH:25][CH:24]=2)[CH:21]=[CH:20][CH:19]=[CH:18][CH:17]=1>C(#N)C>[Br-:1].[CH2:14]([O:13][C:11]([C:10]1[N:9]2[C:5]([S:6][CH:7]=[CH:8]2)=[N:4][C:3]=1[CH2:2][P+:22]([C:23]1[CH:24]=[CH:25][CH:26]=[CH:27][CH:28]=1)([C:29]1[CH:34]=[CH:33][CH:32]=[CH:31][CH:30]=1)[C:16]1[CH:17]=[CH:18][CH:19]=[CH:20][CH:21]=1)=[O:12])[CH3:15] |f:3.4|. Procedure details: To a stirred suspension of Step 2 intermediate (1.90 g, 6.571 mmol) in acetonitrile (40 mL) was added triphenylphosphine (1.89 g, 7.228 mmol) at room temperature. The resulting reaction mixture was slowly heated to reflux overnight. The solvent was concentrated in vacuo and the residue was stirred with diisopropyl ether and filtered. The solid was dried under vacuum to afford 3.90 g of the product as an off-white solid: 1H NMR (300 MHz, DMSO-d6) δ 1.17 (t, J=7.2 Hz, 3H), 4.08 (q, J=6.9 Hz, 2H), ...